The task is: describe an organic reaction: reactants, conditions, products, and yield. This data is from the Open Reaction Database (ORD), a public repository of structured organic reaction records. The reactants are O=Cc1ccccc1Br, Cc1ccccc1, OCCO, Cc1ccc(S(=O)(=O)O)cc1. Yields the product Brc1ccccc1C1OCCO1. RXN SMILES: [Br:1][c:2]1[c:3]([CH:4]=[O:5])[cH:6][cH:7][cH:8][cH:9]1.[CH3:25][c:26]1[cH:27][cH:28][cH:29][cH:30][cH:31]1.[OH:10][CH2:11][CH2:12][OH:13].[c:14]1([CH3:15])[cH:16][cH:17][c:18]([S:19]([OH:20])(=[O:21])=[O:22])[cH:23][cH:24]1>>[Br:1][c:2]1[c:3]([CH:4]2[O:5][CH2:12][CH2:11][O:10]2)[cH:6][cH:7][cH:8][cH:9]1. Starting materials: [N+](=O)([O-])C=1C=C(C(=O)O)C=C(C1)[N+](=O)[O-] (3,5-dinitrobenzoic acid), C1(=CC=C(C=C1)S(=O)(=O)O)C (p-toluenesulfonic acid), C(CCO)O (1,3-propanediol). Run at temperature 110 celsius, time 9 hour. Yields the product OCCCOC(C1=CC(=CC(=C1)[N+](=O)[O-])[N+](=O)[O-])=O (3-hydroxypropyl-3,5-dinitrobenzoate). The yield is 77.0%. RXN SMILES: [N+:1]([C:4]1[CH:5]=[C:6]([CH:10]=[C:11]([N+:13]([O-:15])=[O:14])[CH:12]=1)[C:7]([OH:9])=[O:8])([O-:3])=[O:2].C1(C)C=CC(S(O)(=O)=O)=CC=1.[CH2:27](O)[CH2:28][CH2:29][OH:30]>>[OH:30][CH2:29][CH2:28][CH2:27][O:8][C:7](=[O:9])[C:6]1[CH:5]=[C:4]([N+:1]([O-:3])=[O:2])[CH:12]=[C:11]([N+:13]([O-:15])=[O:14])[CH:10]=1. Procedure: A mixture of 30 g 3,5-dinitrobenzoic acid, 0.8 g p-toluenesulfonic acid and 100 ml 1,3-propanediol was stirred 9 hours at 110° C. After cooling, a white product crystallized and was separated from solution by filtration after adding a large quantity of water. The product was recrystallized from methanol to provide 77% white crystals with m.p. 76° C. IR: 1712 cm-1 (carbozyl) 1535 cm-1 (nitro asymmetric), 1341 cm-1 (nitro symmetric). 1H-NMR (DMSOd6): 9.05 ppm (C4), 8.93 ppm (C2, C6), 4.47 ppm (CH2...